describe an organic reaction: reactants, conditions, products, and yield From a dataset of the Open Reaction Database (ORD), a public repository of structured organic reaction records. Reactants: OCCO, ClCCl, CS(=O)(=O)Cl, CCN(C(C)C)C(C)C, O, OCc1ccc2ncsc2c1. Yields the product CS(=O)(=O)OCc1ccc2ncsc2c1. RXN SMILES: [CH2:22]([OH:23])[CH2:24][OH:25].[CH2:31]([Cl:32])[Cl:33].[CH3:26][S:27]([Cl:28])(=[O:29])=[O:30].[CH:12]([N:13]([CH2:14][CH3:15])[CH:16]([CH3:17])[CH3:18])([CH3:19])[CH3:20].[OH2:21].[s:1]1[cH:2][n:3][c:4]2[c:5]1[cH:6][c:7]([CH2:10][OH:11])[cH:8][cH:9]2>>[s:1]1[cH:2][n:3][c:4]2[c:5]1[cH:6][c:7]([CH2:10][O:11][S:27]([CH3:26])(=[O:29])=[O:30])[cH:8][cH:9]2. RXN SMILES: [Br:11][CH2:12][CH2:13][CH2:14][CH2:15][CH2:16][Br:17].[C:18](=[O:19])([O-:20])[O-:21].[CH3:24][C:25]#[N:26].[K+:22].[K+:23].[OH:1][c:2]1[cH:3][c:4]([C:5](=[O:6])[NH2:7])[cH:8][cH:9][cH:10]1>>[O:1]([c:2]1[cH:3][c:4]([C:5](=[O:6])[NH2:7])[cH:8][cH:9][cH:10]1)[CH2:16][CH2:15][CH2:14][CH2:13][CH2:12][Br:11]. The reactants are BrCCCCCBr, O=C([O-])[O-], CC#N, [K+], [K+], NC(=O)c1cccc(O)c1. The product is NC(=O)c1cccc(OCCCCCBr)c1. Reactants: Cl (hydrochloride), Cl (HCl), CO (methanol), CO (methanol), C(C1=CC=CC=C1)N1CCC(=C(C1)C1=CC=C(C=C1)F)C(=O)O (1-Benzyl-5-(4-fluoro-phenyl)-1,2,3,6-tetrahydro-pyridine-4-carboxylic acid), Cl (HCl), CO (methanol). Reagents/catalysts: [Pd] (Pd/C). The product is COC(=O)C1C(CNCC1)C1=CC=C(C=C1)F ((3SR,4RS)-3-(4-Fluoro-phenyl)-piperidine-4-carboxylic acid methyl ester). Isolated yield 94.0%. RXN SMILES: C([N:8]1[CH2:13][C:12]([C:14]2[CH:19]=[CH:18][C:17]([F:20])=[CH:16][CH:15]=2)=[C:11]([C:21]([OH:23])=[O:22])[CH2:10][CH2:9]1)C1C=CC=CC=1.Cl.[CH3:25]O>[Pd]>[CH3:25][O:23][C:21]([CH:11]1[CH2:10][CH2:9][NH:8][CH2:13][CH:12]1[C:14]1[CH:19]=[CH:18][C:17]([F:20])=[CH:16][CH:15]=1)=[O:22]. Reported procedure: A mixture of 3.6 g (1.03 mmol) 1-Benzyl-5-(4-fluoro-phenyl)-1,2,3,6-tetrahydro-pyridine-4-carboxylic acid (Bioorganic & Medicinal Chemistry Letters 2003, 2513-2518); hydrochloride, 16.6 mL HCl in methanol (1.25 N) in 250 mL methanol was stirred at room temperature over night. Further 16.6 mL HCl in methanol (1.25 N) was added and the mixture was stirred at 70° C. and subsequently hydrogenated with H2 over 360 mg Pd/C (10%) for 44 h at room temperature. The mixture was filtered off and evaporated...